Task: describe an organic reaction: reactants, conditions, products, and yield. Dataset: the Open Reaction Database (ORD), a public repository of structured organic reaction records Reactants: CO, [K+], Nc1ncnc2c1c(-c1ccc(Oc3ccccc3)cc1)nn2C1CC(OC(=O)c2ccc([N+](=O)[O-])cc2)C1, [OH-]. Product: Nc1ncnc2c1c(-c1ccc(Oc3ccccc3)cc1)nn2C1CC(O)C1. RXN SMILES: [CH3:42][OH:43].[K+:41].[N+:1]([c:2]1[cH:3][cH:4][c:5]([C:6](=[O:7])[O:10][CH:11]2[CH2:12][CH:13]([n:15]3[n:16][c:17](-[c:25]4[cH:26][cH:27][c:28]([O:31][c:32]5[cH:33][cH:34][cH:35][cH:36][cH:37]5)[cH:29][cH:30]4)[c:18]4[c:19]3[n:20][cH:21][n:22][c:23]4[NH2:24])[CH2:14]2)[cH:8][cH:9]1)([O-:38])=[O:39].[OH-:40]>>[OH:10][CH:11]1[CH2:12][CH:13]([n:15]2[n:16][c:17](-[c:25]3[cH:26][cH:27][c:28]([O:31][c:32]4[cH:33][cH:34][cH:35][cH:36][cH:37]4)[cH:29][cH:30]3)[c:18]3[c:19]2[n:20][cH:21][n:22][c:23]3[NH2:24])[CH2:14]1. Reactants: CC(C)(C)N1C(=O)C=C(c2cccc(-n3cc(-c4ccc(Cl)cc4Cl)nc3Cc3ccc(Br)cc3)c2)S1(=O)=O, OB(O)c1ccc(OCC2CCCCC2)cc1. Product: CC(C)(C)N1C(=O)C=C(c2cccc(-n3cc(-c4ccc(Cl)cc4Cl)nc3Cc3ccc(-c4ccc(OCC5CCCCC5)cc4)cc3)c2)S1(=O)=O. RXN SMILES: [Br:1][c:2]1[cH:3][cH:4][c:5]([CH2:6][c:7]2[n:8](-[c:20]3[cH:21][c:22]([C:26]4=[CH:27][C:28](=[O:37])[N:29]([C:33]([CH3:34])([CH3:35])[CH3:36])[S:30]4(=[O:31])=[O:32])[cH:23][cH:24][cH:25]3)[cH:9][c:10](-[c:12]3[c:13]([Cl:19])[cH:14][c:15]([Cl:18])[cH:16][cH:17]3)[n:11]2)[cH:38][cH:39]1.[CH:40]1([CH2:46][O:47][c:48]2[cH:49][cH:50][c:51]([B:54]([OH:55])[OH:56])[cH:52][cH:53]2)[CH2:41][CH2:42][CH2:43][CH2:44][CH2:45]1>>[c:2]1(-[c:51]2[cH:50][cH:49][c:48]([O:47][CH2:46][CH:40]3[CH2:41][CH2:42][CH2:43][CH2:44][CH2:45]3)[cH:53][cH:52]2)[cH:3][cH:4][c:5]([CH2:6][c:7]2[n:8](-[c:20]3[cH:21][c:22]([C:26]4=[CH:27][C:28](=[O:37])[N:29]([C:33]([CH3:34])([CH3:35])[CH3:36])[S:30]4(=[O:31])=[O:32])[cH:23][cH:24][cH:25]3)[cH:9][c:10](-[c:12]3[c:13]([Cl:19])[cH:14][c:15]([Cl:18])[cH:16][cH:17]3)[n:11]2)[cH:38][cH:39]1.